Dataset: the Open Reaction Database (ORD), a public repository of structured organic reaction records. Task: describe an organic reaction: reactants, conditions, products, and yield Reactants: C(C)S (ethanethiol), [H-].[Na+] (sodium hydride), CS(=O)(=O)OCC=1C=NC=C(C1)Br ((5-bromopyridin-3-yl)methyl methanesulfonate). The solvent is CN(C=O)C (N,N-dimethylformamide), CN(C=O)C (N,N-dimethylformamide). Run at time 30 minute. Yields the product BrC=1C=NC=C(C1)CSCC (3-bromo-5-[(ethylsulfanyl)methyl]pyridine). Reaction SMILES: [H-].[Na+].[CH2:3]([SH:5])[CH3:4].CS(O[CH2:11][C:12]1[CH:13]=[N:14][CH:15]=[C:16]([Br:18])[CH:17]=1)(=O)=O>CN(C)C=O>[Br:18][C:16]1[CH:15]=[N:14][CH:13]=[C:12]([CH2:11][S:5][CH2:3][CH3:4])[CH:17]=1 |f:0.1|. Reported procedure: To a cooled (0° C.) solution of sodium hydride (60% dispersion in mineral oil, 0.094 g, 2.35 mmol) in N,N-dimethylformamide (9.4 mL) was added ethanethiol (0.140 mL, 1.88 mmol). The reaction was warmed to room temperature and stirred for 30 minutes. It was then cooled to 0° C., and a solution of the title compound from Example 62 Step A (0.250 g, 0.939 mmol) in N,N-dimethylformamide (1 mL) added. The resulting solution stirred at room temperature until the reaction was complete. The reaction was... Reactants: FC1=C(C=CC(=C1)F)[C@]1(OC1)[C@H](C)O ((1S)-1-[(2R)-2-(2,4-difluorophenyl)-2-oxiranyl]ethanol), FC(C1=CC=C(C=C1)N1C(NN=C1)=O)(F)F (4-(4-trifluoromethylphenyl)-3(2H,4H)-1,2,4-triazolone). Yields the product FC1=C(C=CC(=C1)F)[C@]1([C@@H](C)N2N=CN(C2=O)C2=CC=C(C=C2)C(F)(F)F)CO1 (2-[(1R,2S)-2-(2,4-difluorophenyl)-2,3-epoxy-1-methylpropyl]-4-(4-trifluoromethylphenyl)-3(2H,4H)-1,2,4-triazolone). The yield is 37.5%. RXN SMILES: [F:1][C:2]1[CH:7]=[C:6]([F:8])[CH:5]=[CH:4][C:3]=1[C@:9]1([C@@H:12](O)[CH3:13])[CH2:11][O:10]1.[F:15][C:16]([F:30])([F:29])[C:17]1[CH:22]=[CH:21][C:20]([N:23]2[CH:27]=[N:26][NH:25][C:24]2=[O:28])=[CH:19][CH:18]=1>>[F:1][C:2]1[CH:7]=[C:6]([F:8])[CH:5]=[CH:4][C:3]=1[C@:9]1([O:10][CH2:11]1)[C@H:12]([N:25]1[C:24](=[O:28])[N:23]([C:20]2[CH:19]=[CH:18][C:17]([C:16]([F:15])([F:30])[F:29])=[CH:22][CH:21]=2)[CH:27]=[N:26]1)[CH3:13]. Procedure details: In the same manner as in Reference Example 5, starting from 1.64 g of (1S)-1-[(2R)-2-(2,4-difluorophenyl)-2-oxiranyl]ethanol and 1.87 g of 4-(4-trifluoromethylphenyl)-3(2H,4H)-1,2,4-triazolone, 2-[(1R,2S)-2-(2,4-difluorophenyl)-2,3-epoxy-1-methylpropyl]-4-(4-trifluoromethylphenyl)-3(2H,4H)-1,2,4-triazolone (1.26 g) was obtained as colorless crystals. Reactants: C(#N)CC1=CC=C(C(=O)OCC)C=C1 (ethyl 4-cyanomethyl-benzoate), [OH-].[Na+] (sodium hydroxide). Run in C(C)O (ethanol). Product: C(#N)CC1=CC=C(C(=O)O)C=C1 (4-cyanomethyl-benzoic acid). As a reaction SMILES: [C:1]([CH2:3][C:4]1[CH:14]=[CH:13][C:7]([C:8]([O:10]CC)=[O:9])=[CH:6][CH:5]=1)#[N:2].[OH-].[Na+]>C(O)C>[C:1]([CH2:3][C:4]1[CH:14]=[CH:13][C:7]([C:8]([OH:10])=[O:9])=[CH:6][CH:5]=1)#[N:2] |f:1.2|. Reported procedure: A solution of 10 g (53 mol) of ethyl 4-cyanomethyl-benzoate and 2.02 mL of a 1 M sodium hydroxide solution in 100 mL of ethanol is refluxed for one hour. Then the reaction solution is evaporated down and the residue is combined with ice water. Concentrated hydrochloric acid is added dropwise to the reaction solution until no more precipitate is formed. The precipitate is filtered off, washed twice with water and dried. Starting materials: O=C([O-])[O-], CI, Cc1sccc1-c1nc2ccccc2[nH]1, CN(C)C=O, [K+], [K+]. Product: Cc1sccc1-c1nc2ccccc2n1C. As a reaction SMILES: [C:18](=[O:19])([O-:20])[O-:21].[CH3:16][I:17].[CH3:1][c:2]1[s:3][cH:4][cH:5][c:6]1-[c:7]1[n:8][c:9]2[c:10]([nH:11]1)[cH:12][cH:13][cH:14][cH:15]2.[CH3:24][N:25]([CH3:26])[CH:27]=[O:28].[K+:22].[K+:23]>>[CH3:1][c:2]1[s:3][cH:4][cH:5][c:6]1-[c:7]1[n:8]([CH3:18])[c:9]2[c:10]([n:11]1)[cH:12][cH:13][cH:14][cH:15]2. The reactants are C(=O)(OCC1=CC=CC=C1)N1CCC(CC1)C(=O)O (1-carbobenzoxypiperidine-4-carboxylic acid), C(CCCCCCC)O (n-octanol), C1(CCCCC1)N=C=NC1CCCCC1 (dicyclohexylcarbodiimide). The solvent is C(Cl)Cl (methylene chloride), N1(CCCC1)C1=CC=NC=C1 (4-pyrrolidinopyridine). Run at temperature 2.5 celsius, time 4 hour. The product is C(=O)(OCC1=CC=CC=C1)N1CCC(CC1)C(=O)OCCCCCCCC (Octyl 1-carbobenzoxypiperidine-4-carboxylate). Reaction SMILES: [C:1]([N:11]1[CH2:16][CH2:15][CH:14]([C:17]([OH:19])=[O:18])[CH2:13][CH2:12]1)([O:3][CH2:4][C:5]1[CH:10]=[CH:9][CH:8]=[CH:7][CH:6]=1)=[O:2].C1(N=C=NC2CCCCC2)CCCCC1.[CH2:35](O)[CH2:36][CH2:37][CH2:38][CH2:39][CH2:40][CH2:41][CH3:42]>C(Cl)Cl.N1(C2C=CN=CC=2)CCCC1>[C:1]([N:11]1[CH2:16][CH2:15][CH:14]([C:17]([O:19][CH2:35][CH2:36][CH2:37][CH2:38][CH2:39][CH2:40][CH2:41][CH3:42])=[O:18])[CH2:13][CH2:12]1)([O:3][CH2:4][C:5]1[CH:10]=[CH:9][CH:8]=[CH:7][CH:6]=1)=[O:2]. Reported procedure: 13.2 parts by weight of 1-carbobenzoxypiperidine-4-carboxylic acid are dissolved in 150 parts by volume of methylene chloride, 8 parts by volume of n-octanol and 0.7 part by weight of 4-pyrrolidinopyridine are added, and the mixture is cooled to 0 to 5° C. 12.0 parts by weight of dicyclohexylcarbodiimide are added, and the mixture is stirred at 5° C. for 2 hours and at room temperature for 4 hours. The mixture is left to stand overnight, the precipitated dicyclohexylurea is filtered off with suc...